This data is from the Open Reaction Database (ORD), a public repository of structured organic reaction records. The task is: describe an organic reaction: reactants, conditions, products, and yield Starting materials: CCOC(CN(Cc1ccccc1)C(=O)C(Cc1ccc(OC(C)(C)C)cc1)NC(=O)OCc1ccccc1)OCC, CO. Yields the product CCOC(CN(Cc1ccccc1)C(=O)C(N)Cc1ccc(OC(C)(C)C)cc1)OCC. Reaction SMILES: [CH2:1]([O:2][C:3](=[O:4])[NH:10][CH:11]([CH2:12][c:13]1[cH:14][cH:15][c:16]([O:19][C:20]([CH3:21])([CH3:22])[CH3:23])[cH:17][cH:18]1)[C:24]([N:25]([CH2:26][CH:27]([O:28][CH2:29][CH3:30])[O:31][CH2:32][CH3:33])[CH2:34][c:35]1[cH:36][cH:37][cH:38][cH:39][cH:40]1)=[O:41])[c:5]1[cH:6][cH:7][cH:8][cH:9][cH:42]1.[CH3:43][OH:44]>>[NH2:10][CH:11]([CH2:12][c:13]1[cH:14][cH:15][c:16]([O:19][C:20]([CH3:21])([CH3:22])[CH3:23])[cH:17][cH:18]1)[C:24]([N:25]([CH2:26][CH:27]([O:28][CH2:29][CH3:30])[O:31][CH2:32][CH3:33])[CH2:34][c:35]1[cH:36][cH:37][cH:38][cH:39][cH:40]1)=[O:41]. Reactants: Cl.ClC1=CC=C(CN(N)C2=CC=C(C=C2)Br)C=C1 (1-(4-chlorobenzyl)-1-(4-bromophenyl)hydrazine hydrochloride), CCOC(=O)CC1CCCCC1=O (ethyl 2-cyclohexanone acetate). Yields the product BrC=1C=C2C=3CCCC(C3N(C2=CC1)CC1=CC=C(C=C1)Cl)CC(=O)OCC (Ethyl 6-bromo-9-p-chlorobenzyl-1,2,3,4-tetrahydrocarbazol-1-yl-acetate). RXN SMILES: Cl.[Cl:2][C:3]1[CH:18]=[CH:17][C:6]([CH2:7][N:8]([C:10]2[CH:15]=[CH:14][C:13]([Br:16])=[CH:12][CH:11]=2)N)=[CH:5][CH:4]=1.[CH3:19][CH2:20][O:21][C:22]([CH2:24][CH:25]1[C:30](=O)[CH2:29][CH2:28][CH2:27][CH2:26]1)=[O:23]>>[Br:16][C:13]1[CH:12]=[C:11]2[C:10](=[CH:15][CH:14]=1)[N:8]([CH2:7][C:6]1[CH:17]=[CH:18][C:3]([Cl:2])=[CH:4][CH:5]=1)[C:26]1[CH:25]([CH2:24][C:22]([O:21][CH2:20][CH3:19])=[O:23])[CH2:30][CH2:29][CH2:28][C:27]2=1 |f:0.1|. Reported procedure: Following the procedure of Example 1, but using 1-(4-chlorobenzyl)-1-(4-bromophenyl)hydrazine hydrochloride and ethyl 2-cyclohexanone acetate as starting materials, the title compound is prepared. The reactants are ClCC(=O)C1=CC(=C(C(=C1)S(N)(=O)=O)Cl)Cl (2,3',4'-trichloro-5'-sulfamoyl-acetophenone), N1=C(NCCC1)S (3,4,5,6-tetrahydro-2-pyrimidine-thiol). Product: Cl.ClC=1C=C(C=C(C1Cl)S(N)(=O)=O)C1(CSC=2N1CCCN2)O (3-(3,4-Dichloro-5-sulfamoylphenyl)-3-hydroxy-2,3,6,7-tetrahydro-5H-thiazolo[3,2-a]-pyrimidine-hydrochloride). Reaction SMILES: [Cl:1][CH2:2][C:3]([C:5]1[CH:10]=[C:9]([S:11](=[O:14])(=[O:13])[NH2:12])[C:8]([Cl:15])=[C:7]([Cl:16])[CH:6]=1)=[O:4].[N:17]1[CH2:22][CH2:21][CH2:20][NH:19][C:18]=1[SH:23]>>[ClH:1].[Cl:16][C:7]1[CH:6]=[C:5]([C:3]2([OH:4])[N:19]3[CH2:20][CH2:21][CH2:22][N:17]=[C:18]3[S:23][CH2:2]2)[CH:10]=[C:9]([S:11](=[O:14])(=[O:13])[NH2:12])[C:8]=1[Cl:15] |f:2.3|. Procedure details: was obtained in a manner analogous to the method described in Example 1 d from 2,3',4'-trichloro-5'-sulfamoyl-acetophenone and 2,35 g of 3,4,5,6-tetrahydro-2-pyrimidine-thiol. M.p. 188° C (decomposition). The reactants are [Al+3], C1CCOC1, CON(C)C(=O)C(Cc1ccc(CNC(=O)OC(C)(C)C)cc1)NC(c1ccccc1)(c1ccccc1)c1ccccc1, CCOP(=O)(CS(C)(=O)=O)OCC, CCOCC, CCOC(C)=O, Cl, [H-], [H-], [H-], [H-], [H-], [Li+], [Na+]. Yields the product CC(C)(C)OC(=O)NCc1ccc(CC(C=CS(C)(=O)=O)NC(c2ccccc2)(c2ccccc2)c2ccccc2)cc1. Reaction SMILES: [Al+3:45].[CH2:71]1[O:72][CH2:73][CH2:74][CH2:75]1.[CH3:1][O:2][N:3]([C:4]([CH:5]([CH2:6][c:7]1[cH:8][cH:9][c:10]([CH2:11][NH:12][C:13]([O:14][C:15]([CH3:16])([CH3:17])[CH3:18])=[O:19])[cH:20][cH:21]1)[NH:22][C:23]([c:24]1[cH:25][cH:26][cH:27][cH:28][cH:29]1)([c:30]1[cH:31][cH:32][cH:33][cH:34][cH:35]1)[c:36]1[cH:37][cH:38][cH:39][cH:40][cH:41]1)=[O:43])[CH3:42].[CH3:51][S:52](=[O:53])(=[O:54])[CH2:55][P:56](=[O:57])([O:58][CH2:59][CH3:60])[O:61][CH2:62][CH3:63].[CH3:66][CH2:67][O:68][CH2:69][CH3:70].[CH3:76][CH2:77][O:78][C:79]([CH3:80])=[O:81].[ClH:50].[H-:44].[H-:47].[H-:48].[H-:49].[H-:65].[Li+:46].[Na+:64]>>[CH:4]([CH:5]([CH2:6][c:7]1[cH:8][cH:9][c:10]([CH2:11][NH:12][C:13]([O:14][C:15]([CH3:16])([CH3:17])[CH3:18])=[O:19])[cH:20][cH:21]1)[NH:22][C:23]([c:24]1[cH:25][cH:26][cH:27][cH:28][cH:29]1)([c:30]1[cH:31][cH:32][cH:33][cH:34][cH:35]1)[c:36]1[cH:37][cH:38][cH:39][cH:40][cH:41]1)=[CH:55][S:52]([CH3:51])(=[O:53])=[O:54]. The reactants are CC(C)=O, O=Cc1cc(Cl)sc1Cl, [Na+], [OH-], O. Yields the product CC(=O)C=Cc1cc(Cl)sc1Cl. As a reaction SMILES: [CH3:13][C:14]([CH3:15])=[O:16].[Cl:4][c:5]1[s:6][c:7]([Cl:12])[cH:8][c:9]1[CH:10]=[O:11].[Na+:2].[OH-:1].[OH2:3]>>[Cl:4][c:5]1[s:6][c:7]([Cl:12])[cH:8][c:9]1[CH:10]=[CH:13][C:14]([CH3:15])=[O:16]. The reactants are CC(=O)Nc1nc(Cl)c2[nH]cnc2n1, NC1CC(n2ccc(=O)[nH]c2=O)OC(CO)C1O, O=c1ccn(C2OC(CO)C(O)C2O)c(=O)[nH]1. Product: O=c1ccn(C2CC(CO)C(CO)O2)c(=O)[nH]1. RXN SMILES: [C:1]([NH:2][c:3]1[n:4][c:5]2[c:6]([nH:7][cH:8][n:9]2)[c:10]([Cl:11])[n:12]1)(=[O:13])[CH3:14].[NH2:32][CH:33]1[CH2:34][CH:35]([n:42]2[c:43](=[O:44])[nH:45][c:46](=[O:47])[cH:48][cH:49]2)[O:36][CH:37]([CH2:40][OH:41])[CH:38]1[OH:39].[OH:15][CH2:16][CH:17]1[CH:18]([OH:19])[CH:20]([OH:21])[CH:22]([n:23]2[c:24](=[O:25])[nH:26][c:27](=[O:28])[cH:29][cH:30]2)[O:31]1>>[CH:33]1([CH2:38][OH:39])[CH2:34][CH:35]([n:42]2[c:43](=[O:44])[nH:45][c:46](=[O:47])[cH:48][cH:49]2)[O:36][CH:37]1[CH2:40][OH:41]. Starting materials: BrC=1C=C2C(=CC1)OC=1C(=NC(=CC1[C@@]21N=C(OC1)N)Cl)F ((S)-7-bromo-3-chloro-1-fluoro-5′H-spiro[chromeno[2,3-c]pyridine-5,4′-oxazol]-2′-amine), FC1=NC=CC=C1B(O)O (2-fluoropyridin-3-ylboronic acid), Cl.FC1(CNCC1)F (3,3-difluoropyrrolidine hydrochloride). The product is FC1(CN(CC1)C1=CC2=C(C(=N1)F)OC1=CC=C(C=C1[C@]21N=C(OC1)N)C=1C(=NC=CC1)F)F ((S)-3-(3,3-difluoropyrrolidin-1-yl)-1-fluoro-7-(2-fluoropyridin-3-yl)-5′-H-spiro[chromeno[2,3-c]pyridine-5,4′-oxazol]-2′-amine). As a reaction SMILES: Br[C:2]1[CH:3]=[C:4]2[C@@:15]3([CH2:19][O:18][C:17]([NH2:20])=[N:16]3)[C:14]3[CH:13]=[C:12](Cl)[N:11]=[C:10]([F:22])[C:9]=3[O:8][C:5]2=[CH:6][CH:7]=1.[F:23][C:24]1[C:29](B(O)O)=[CH:28][CH:27]=[CH:26][N:25]=1.Cl.[F:34][C:35]1([F:40])[CH2:39][CH2:38][NH:37][CH2:36]1>>[F:34][C:35]1([F:40])[CH2:39][CH2:38][N:37]([C:12]2[N:11]=[C:10]([F:22])[C:9]3[O:8][C:5]4[C:4]([C@@:15]5([CH2:19][O:18][C:17]([NH2:20])=[N:16]5)[C:14]=3[CH:13]=2)=[CH:3][C:2]([C:29]2[C:24]([F:23])=[N:25][CH:26]=[CH:27][CH:28]=2)=[CH:7][CH:6]=4)[CH2:36]1 |f:2.3|. Procedure: The title compound was synthesized by steps analogous to those described in method CC4 above, but using (S)-7-bromo-3-chloro-1-fluoro-5′H-spiro[chromeno[2,3-c]pyridine-5,4′-oxazol]-2′-amine (prepared by steps analogous to those described in Method BB33), 2-fluoropyridin-3-ylboronic acid and 3,3-difluoropyrrolidine hydrochloride. Starting materials: C(C)(=O)N1[C@H](C(=O)O)CC(C1)=O (N-acetyl-4-oxo-L-proline), NC1=CC=C(C=C1)C=1NC(C(C(=O)O)=CC1)=O (6-(4-aminophenyl)-1,2-dihydro-2-oxonicotinic acid), CN1CCOCC1 (N-methylmorpholine), Cl[Si](C)(C)C (chlorotrimethylsilane), ClC(=O)OC (methyl chloroformate), O=C1C(C(=O)O)C=CC=N1 (oxonicotinic acid). Solvent: ClCCl (dichloromethane), ClCCl (dichloromethane), C(C)N(CC)CC (triethylamine). Reaction conditions: time 30 minute. Yields the product C(C)(=O)N1[C@H](C(=O)NC2=CC=C(C=C2)C=2NC(C(C(=O)O)=CC2)=O)CC(C1)=O (6-[4-(N-acetyl-4-oxo-L-prolylamino)phenyl]-1,2-dihydro-2-oxonicotinic acid). Isolated yield 90.1%. As a reaction SMILES: [NH2:1][C:2]1[CH:7]=[CH:6][C:5]([C:8]2[NH:9][C:10](=[O:17])[C:11](=[CH:15][CH:16]=2)[C:12]([OH:14])=[O:13])=[CH:4][CH:3]=1.Cl[Si](C)(C)C.[C:23]([N:26]1[CH2:33][C:32](=[O:34])[CH2:31][C@H:27]1[C:28](O)=[O:29])(=[O:25])[CH3:24].CN1CCOCC1.ClC(OC)=O.O=C1N=CC=CC1C(O)=O>ClCCl.C(N(CC)CC)C>[C:23]([N:26]1[CH2:33][C:32](=[O:34])[CH2:31][C@H:27]1[C:28]([NH:1][C:2]1[CH:3]=[CH:4][C:5]([C:8]2[NH:9][C:10](=[O:17])[C:11](=[CH:15][CH:16]=2)[C:12]([OH:14])=[O:13])=[CH:6][CH:7]=1)=[O:29])(=[O:25])[CH3:24]. Reported procedure: A suspension of 8.0 g (34.6 mM) of 6-(4-aminophenyl)-1,2-dihydro-2-oxonicotinic acid, 10 g (99 mM of triethylamine, and 560 ml of dichloromethane was stirred at room temperature for 11.3 g (0.104 mol) of chlorotrimethylsilane was added and solution was observed in 30 min. A suspension of 11.9 g (0.069 mol) of N-acetyl-4-oxo-L-proline in 160 ml of dichloromethane was stirred at -10° and 6.9 g (0.069 mol) of N-methylmorpholine was added followed by 6.6 g (0.069 mol) of methyl chloroformate over a ...